Dataset: the Open Reaction Database (ORD), a public repository of structured organic reaction records. Task: describe an organic reaction: reactants, conditions, products, and yield Reactants: Cl (HCl), NC1=C(C=C(C(=O)O)C=C1)OC(F)(F)F (4-amino-3-(trifluoromethoxy)benzoic acid), Cl.NC1=C(C=C(C(=O)OC)C=C1)OC(F)(F)F (methyl 4-amino-3-(trifluoromethoxy)benzoate hydrogen chloride salt), [O-]S(=O)[O-].[Na+].[Na+] (Na2SO3), solution, N(=O)[O-].[Na+] (sodium nitrite), [Br-].[Na+] (sodium bromide). Reagents/catalysts: [O-]S(=O)(=O)[O-].[Cu+2] (CuSO4). The solvent is C1=CC=CC=C1 (Benzene), O (water), Br (HBr), O (water), CO (MeOH), O (water). Run at time 8 hour. Yields the product BrC1=C(C=C(C(=O)OC)C=C1)OC(F)(F)F (Methyl 4-bromo-3-(trifluoromethoxy)benzoate). Reaction SMILES: NC1C=CC(C(O)=O)=CC=1OC(F)(F)F.Cl.Cl.N[C:19]1[CH:28]=[CH:27][C:22]([C:23]([O:25][CH3:26])=[O:24])=[CH:21][C:20]=1[O:29][C:30]([F:33])([F:32])[F:31].N([O-])=O.[Na+].[Br-:38].[Na+].[O-]S([O-])=O.[Na+].[Na+]>CO.O.Br.[O-]S([O-])(=O)=O.[Cu+2].C1C=CC=CC=1>[Br:38][C:19]1[CH:28]=[CH:27][C:22]([C:23]([O:25][CH3:26])=[O:24])=[CH:21][C:20]=1[O:29][C:30]([F:33])([F:32])[F:31] |f:2.3,4.5,6.7,8.9.10,14.15|. Procedure: To a solution of 4-amino-3-(trifluoromethoxy)benzoic acid (2.00 g, 9.10 mmol) in MeOH (25.0 mL), was slowly added HCl (1.0 mL, 1.0 M in ether) at room temperature. The resulting reaction mixture was stirred at room temperature overnight. Benzene (20 mL) was added, and the reaction was heated at reflux with a Dean-Stark trap to remove the half volume of the solvent. The rest of the solvent was then evaporated to give the product. MS (ESI) m/e=235.9 [M+1]+, Calc'd for C8H6F3NO3, 235.1. The crude p... Reactants: CC(=O)O[BH-](OC(C)=O)OC(C)=O, CO, O=Cc1cnc(CO)c(Cl)c1, COc1cnc2ccc(=O)n(CCN3CCC(N)C(O)C3)c2c1, [Na+]. Product: COc1cnc2ccc(=O)n(CCN3CCC(NCc4cnc(CO)c(Cl)c4)C(O)C3)c2c1. Reaction SMILES: [C:35]([O:36][BH-:37]([O:38][C:39](=[O:40])[CH3:41])[O:42][C:43](=[O:44])[CH3:45])(=[O:46])[CH3:47].[CH3:49][OH:50].[Cl:24][c:25]1[cH:26][c:27]([CH:33]=[O:34])[cH:28][n:29][c:30]1[CH2:31][OH:32].[NH2:1][CH:2]1[CH:3]([OH:23])[CH2:4][N:5]([CH2:8][CH2:9][n:10]2[c:11](=[O:22])[cH:12][cH:13][c:14]3[n:15][cH:16][c:17]([O:20][CH3:21])[cH:18][c:19]23)[CH2:6][CH2:7]1.[Na+:48]>>[NH:1]([CH:2]1[CH:3]([OH:23])[CH2:4][N:5]([CH2:8][CH2:9][n:10]2[c:11](=[O:22])[cH:12][cH:13][c:14]3[n:15][cH:16][c:17]([O:20][CH3:21])[cH:18][c:19]23)[CH2:6][CH2:7]1)[CH2:33][c:27]1[cH:26][c:25]([Cl:24])[c:30]([CH2:31][OH:32])[n:29][cH:28]1. The reactants are C(C1=CC=CC=C1)N(CCO)C (N-benzyl-N-methylethanolamine), CCN(C(C)C)C(C)C (DIPEA), CS(=O)C (DMSO), N1=CC=CC=C1.S(=O)(=O)=O (sulfur trioxide pyridine). Solvent: C(Cl)Cl (DCM). Conditions: temperature -10 celsius, time 2 hour. The product is C(C1=CC=CC=C1)N(C)CC=O (N-Benzyl-N-methylaminoacetaldehyde). RXN SMILES: [CH2:1]([N:8]([CH3:12])[CH2:9][CH2:10][OH:11])[C:2]1[CH:7]=[CH:6][CH:5]=[CH:4][CH:3]=1.CCN(C(C)C)C(C)C.CS(C)=O.N1C=CC=CC=1.S(=O)(=O)=O>C(Cl)Cl>[CH2:1]([N:8]([CH2:9][CH:10]=[O:11])[CH3:12])[C:2]1[CH:7]=[CH:6][CH:5]=[CH:4][CH:3]=1 |f:3.4|. Reported procedure: To a 3-necked 2-L flask was added N-benzyl-N-methylethanolamine (30.5 g, 0.182 mol), DCM (0.5 L), DIPEA (95 mL, 0.546 mol) and DMSO (41 mL, 0.728 mol). Using an ice bath, the mixture was cooled to about −10° C. and sulfur trioxide pyridine-complex (87 g, 0.546 mol) was added in 4 portions over 5 minute intervals. The reaction was stirred at −10° C. for 2 hours. Before removing the ice-bath, the reaction was quenched by adding water (0.5 L). The aqueous layer was separated and the organic layer w...